Dataset: the Open Reaction Database (ORD), a public repository of structured organic reaction records. Task: describe an organic reaction: reactants, conditions, products, and yield The reactants are BrC1=CC2=C(SC=C2)C=C1 (5-bromobenzo[b]thiophene), C[O-].[Na+] (NaOMe), CuBr. The solvent is CN(C)C=O (DMF), CO (MeOH). Conditions: temperature 145 celsius. Product: COC1=CC2=C(SC=C2)C=C1 (5-Methoxybenzo[b]thiophene), BrC1=CC2=C(SC=C2)C=C1 (5-bromobenzo[b]-thiophene). Isolated yield 9.4%. Reaction SMILES: [Br:1][C:2]1[CH:10]=[CH:9][C:5]2[S:6][CH:7]=[CH:8][C:4]=2[CH:3]=1.[CH3:11][O-:12].[Na+]>CN(C=O)C.CO>[CH3:11][O:12][C:2]1[CH:10]=[CH:9][C:5]2[S:6][CH:7]=[CH:8][C:4]=2[CH:3]=1.[Br:1][C:2]1[CH:10]=[CH:9][C:5]2[S:6][CH:7]=[CH:8][C:4]=2[CH:3]=1 |f:1.2|. Reported procedure: To a solution of 1.8 g of 5-bromobenzo[b]thiophene in 2 mL of anhydrous DMF and 1 mL of MeOH was added 686 mg of NaOMe. The mixture was heated to 110° C. (bath temp), and 121 mg of CuBr was added. The brown suspension was heated at 110° C. for ˜2 h and at ˜145° C. for 30 min. The reaction was quenched with ca. 50 mL of H2O and the mixture was extracted with 100 mL of Et2O (2×), EtOAc (1×), and CH2Cl2 (1×). The organic layers were washed with 50 mL of brine, combined, dried over MgSO4, concentrat...